This data is from the Open Reaction Database (ORD), a public repository of structured organic reaction records. The task is: describe an organic reaction: reactants, conditions, products, and yield Reactants: BrBr (Bromine), CC1=C(C(=CC=C1)C)OC (2,6-dimethylanisole), ice water. The solvent is C(Cl)(Cl)Cl (chloroform). Run at time 2 hour. The product is CC=1C=C(C=C(C1OC)C)Br (3,5-dimethyl-4-methoxybromobenzene). As a reaction SMILES: [Br:1]Br.[CH3:3][C:4]1[CH:9]=[CH:8][CH:7]=[C:6]([CH3:10])[C:5]=1[O:11][CH3:12]>C(Cl)(Cl)Cl>[CH3:3][C:4]1[CH:9]=[C:8]([Br:1])[CH:7]=[C:6]([CH3:10])[C:5]=1[O:11][CH3:12]. Reported procedure: Bromine is added dropwise to a solution of 2,6-dimethylanisole (12.0 g) in chloroform (100 ml) at about 5°. The solution is stirred at 5° for 2 hr and then allowed to warm to 20°-25°. The reaction mixture is poured into ice-water, and the phases are separated. The chloroform phase is washed with water, aqueous sodium bisulfite solution, then with water, dried over sodium sulfate and concentrated under reduced pressure to give 3,5-dimethyl-4-methoxybromobenzene. Reactants: CCO, O=C(NCC(=O)C(F)(F)F)c1ccc(C2=NOC(c3cc(Cl)c(F)c(Cl)c3)(C(F)(F)F)C2)c2ccccc12, Cl, [K+], NO, CC(=O)[O-], O. Product: O=C(NCC(=NO)C(F)(F)F)c1ccc(C2=NOC(c3cc(Cl)c(F)c(Cl)c3)(C(F)(F)F)C2)c2ccccc12. Reaction SMILES: [CH3:48][CH2:49][OH:50].[Cl:1][c:2]1[cH:3][c:4]([C:10]2([C:35]([F:36])([F:37])[F:38])[CH2:11][C:12]([c:15]3[cH:16][cH:17][c:18]([C:25](=[O:26])[NH:27][CH2:28][C:29]([C:30]([F:31])([F:32])[F:33])=[O:34])[c:19]4[cH:20][cH:21][cH:22][cH:23][c:24]34)=[N:13][O:14]2)[cH:5][c:6]([Cl:9])[c:7]1[F:8].[ClH:41].[K+:47].[NH2:39][OH:40].[O-:43][C:44]([CH3:45])=[O:46].[OH2:42]>>[Cl:1][c:2]1[cH:3][c:4]([C:10]2([C:35]([F:36])([F:37])[F:38])[CH2:11][C:12]([c:15]3[cH:16][cH:17][c:18]([C:25](=[O:26])[NH:27][CH2:28][C:29]([C:30]([F:31])([F:32])[F:33])=[N:39][OH:40])[c:19]4[cH:20][cH:21][cH:22][cH:23][c:24]34)=[N:13][O:14]2)[cH:5][c:6]([Cl:9])[c:7]1[F:8]. Starting materials: [K+].[Br-] (KBr), ClCC1=CC=C(C=C1)C1=NC=C(C=C1)C(F)(F)F (2-(4-Chloromethyl-phenyl) 5-trifluoromethyl-pyridine), COC(COC1=C2CCCOC2=C(C=C1C)SCC1=CC=C(C=C1)C1=NC=C(C=C1)C(F)(F)F)=O ({6-Methyl-8-[4-(5-trifluoromethyl-pyridine-2-yl)-benzylsulfanyl]-chroman-5-yloxy}-acetic acid methyl ester), COC(COC1=C2CCCOC2=C(C=C1C)SCC1=CC=C(C=C1)C1=NC=C(C=C1)C(F)(F)F)=O ({6-Methyl-8-[4-(5-trifluoromethyl-pyridine-2-yl)-benzylsulfanyl]-chroman-5-yloxy}-acetic acid methyl ester), COC(COC1=C2CCCOC2=C(C=C1C)S)=O ((8-mercapto-6-methyl-chroman-5-yloxy)-acetic acid methyl ester), COC(COC1=C2CCCOC2=C(C=C1C)SCC1=CC=C(C=C1)C1=NC=C(C=C1)C(F)(F)F)=O ({6-Methyl-8-[4-(5-trifluoromethyl-pyridine-2-yl)-benzylsulfanyl]-chroman-5-yloxy}-acetic acid methyl ester), COC(COC1=C2CCCOC2=C(C=C1C)SCC1=CC=C(C=C1)C1=NC=C(C=C1)C(F)(F)F)=O ({6-Methyl-8-[4-(5-trifluoromethyl-pyridine-2-yl)-benzylsulfanyl]-chroman-5-yloxy}-acetic acid methyl ester), COC(COC1=C2CCCOC2=C(C=C1C)SCC1=CC=C(C=C1)C1=NC=C(C=C1)C(F)(F)F)=O ({6-Methyl-8-[4-(5-trifluoromethyl-pyridine-2-yl)-benzylsulfanyl]-chroman-5-yloxy}-acetic acid methyl ester). Yields the product CC=1C(=C2CCCOC2=C(C1)SCC1=CC=C(C=C1)C1=NC=C(C=C1)C(F)(F)F)OCC(=O)O ({6-Methyl-8-[4-(5-trifluoromethyl-pyridine-2-yl)-benzylsulfanyl]-chroman-5-yloxy}-acetic acid). As a reaction SMILES: C[O:2][C:3](=[O:35])[CH2:4][O:5][C:6]1[C:15]([CH3:16])=[CH:14][C:13]([S:17][CH2:18][C:19]2[CH:24]=[CH:23][C:22]([C:25]3[CH:30]=[CH:29][C:28]([C:31]([F:34])([F:33])[F:32])=[CH:27][N:26]=3)=[CH:21][CH:20]=2)=[C:12]2[C:7]=1[CH2:8][CH2:9][CH2:10][O:11]2.COC(=O)COC1C(C)=CC(S)=C2C=1CCCO2.ClCC1C=CC(C2C=CC(C(F)(F)F)=CN=2)=CC=1.[K+].[Br-]>>[CH3:16][C:15]1[C:6]([O:5][CH2:4][C:3]([OH:35])=[O:2])=[C:7]2[C:12](=[C:13]([S:17][CH2:18][C:19]3[CH:20]=[CH:21][C:22]([C:25]4[CH:30]=[CH:29][C:28]([C:31]([F:34])([F:32])[F:33])=[CH:27][N:26]=4)=[CH:23][CH:24]=3)[CH:14]=1)[O:11][CH2:10][CH2:9][CH2:8]2 |f:3.4|. Reported procedure: {6-Methyl-8-[4-(5-trifluoromethyl-pyridine-2-yl)-benzylsulfanyl]-chroman-5-yloxy}-acetic acid methyl ester (compound 36A) The title compound was prepared in the manner analogous to Example 1F using (8-mercapto-6-methyl-chroman-5-yloxy)-acetic acid methyl ester and 18B. MS m/z 504 (M+1). Step 2. {6-Methyl-8-[4-(5-trifluoromethyl-pyridine-2-yl)-benzylsulfanyl]-chroman-5-yloxy}-acetic acid methyl ester (compound 36) The title compound was prepared in the manner analogous to Example 1 using 36A. mp ... RXN SMILES: [CH3:1][O:2][c:3]1[cH:4][cH:5][c:6](-[c:9]2[cH:10][cH:11][c:12](=[O:15])[nH:13][cH:14]2)[cH:7][cH:8]1.[Cl:16][CH2:17][c:18]1[cH:19][cH:20][c:21]([C:24]([F:25])([F:26])[F:27])[n:22][cH:23]1>>[CH3:1][O:2][c:3]1[cH:4][cH:5][c:6](-[c:9]2[cH:10][cH:11][c:12](=[O:15])[n:13]([CH2:17][c:18]3[cH:19][cH:20][c:21]([C:24]([F:25])([F:26])[F:27])[n:22][cH:23]3)[cH:14]2)[cH:7][cH:8]1.[ClH:16]. Starting materials: COc1ccc(-c2ccc(=O)[nH]c2)cc1, FC(F)(F)c1ccc(CCl)cn1. The product is COc1ccc(-c2ccc(=O)n(Cc3ccc(C(F)(F)F)nc3)c2)cc1, Cl. Reactants: CC(C)(C)OC(=O)CCC(NC(=O)NC(CCCCNC(=O)C(CCCCN(Cc1nccn1CC(=O)OC(C)(C)C)Cc1nccn1CC(=O)OC(C)(C)C)NC(=O)OCC1c2ccccc2-c2ccccc21)C(=O)OC(C)(C)C)C(=O)OC(C)(C)C, C1CCNCC1, CN(C)C=O. Yields the product CC(C)(C)OC(=O)CCC(NC(=O)NC(CCCCNC(=O)C(N)CCCCN(Cc1nccn1CC(=O)OC(C)(C)C)Cc1nccn1CC(=O)OC(C)(C)C)C(=O)OC(C)(C)C)C(=O)OC(C)(C)C. RXN SMILES: [C:1]([CH3:2])([CH3:3])([CH3:4])[O:5][C:6]([CH2:7][n:8]1[c:9]([CH2:13][N:14]([CH2:15][CH2:16][CH2:17][CH2:18][CH:19]([NH:20][C:21](=[O:22])[O:23][CH2:24][CH:25]2[c:26]3[cH:27][cH:28][cH:29][cH:30][c:31]3-[c:32]3[c:33]2[cH:34][cH:35][cH:36][cH:37]3)[C:38]([NH:39][CH2:40][CH2:41][CH2:42][CH2:43][CH:44]([NH:45][C:46]([NH:47][CH:48]([CH2:49][CH2:50][C:51](=[O:52])[O:53][C:54]([CH3:55])([CH3:56])[CH3:57])[C:58](=[O:59])[O:60][C:61]([CH3:62])([CH3:63])[CH3:64])=[O:65])[C:66](=[O:67])[O:68][C:69]([CH3:70])([CH3:71])[CH3:72])=[O:73])[CH2:74][c:75]2[n:76]([CH2:80][C:81]([O:82][C:83]([CH3:84])([CH3:85])[CH3:86])=[O:87])[cH:77][cH:78][n:79]2)[n:10][cH:11][cH:12]1)=[O:88].[CH2:89]1[CH2:90][CH2:91][NH:92][CH2:93][CH2:94]1.[O:95]=[CH:96][N:97]([CH3:98])[CH3:99]>>[C:1]([CH3:2])([CH3:3])([CH3:4])[O:5][C:6]([CH2:7][n:8]1[c:9]([CH2:13][N:14]([CH2:15][CH2:16][CH2:17][CH2:18][CH:19]([NH2:20])[C:38]([NH:39][CH2:40][CH2:41][CH2:42][CH2:43][CH:44]([NH:45][C:46]([NH:47][CH:48]([CH2:49][CH2:50][C:51](=[O:52])[O:53][C:54]([CH3:55])([CH3:56])[CH3:57])[C:58](=[O:59])[O:60][C:61]([CH3:62])([CH3:63])[CH3:64])=[O:65])[C:66](=[O:67])[O:68][C:69]([CH3:70])([CH3:71])[CH3:72])=[O:73])[CH2:74][c:75]2[n:76]([CH2:80][C:81]([O:82][C:83]([CH3:84])([CH3:85])[CH3:86])=[O:87])[cH:77][cH:78][n:79]2)[n:10][cH:11][cH:12]1)=[O:88]. Starting materials: O=C(O)c1ccc(Cl)c(Br)c1, ClCCCl, CNOC, CCN(C(C)C)C(C)C, Cl, Cl, CN(C)C=O. Reaction SMILES: [Br:1][c:2]1[cH:3][c:4]([C:5](=[O:6])[OH:7])[cH:8][cH:9][c:10]1[Cl:11].[CH2:26]([Cl:27])[CH2:28][Cl:29].[CH3:13][NH:14][O:15][CH3:16].[CH:17]([N:18]([CH2:19][CH3:20])[CH:21]([CH3:22])[CH3:23])([CH3:24])[CH3:25].[ClH:12].[ClH:30].[O:31]=[CH:32][N:33]([CH3:34])[CH3:35]>>[Br:1][c:2]1[cH:3][c:4]([C:5](=[O:6])[N:14]([CH3:13])[O:15][CH3:16])[cH:8][cH:9][c:10]1[Cl:11]. Product: CON(C)C(=O)c1ccc(Cl)c(Br)c1. As a reaction SMILES: [OH:1][C:2]1[CH:3]=[C:4]([NH:8][C:9](=[O:15])[O:10][C:11]([CH3:14])([CH3:13])[CH3:12])[CH:5]=[CH:6][CH:7]=1.F[C:17]1[CH:18]=[CH:19][C:20]([N+:25]([O-:27])=[O:26])=[C:21]([CH:24]=1)[NH:22][CH3:23].C(=O)([O-])[O-].[K+].[K+]>CN(C)C=O>[CH3:23][NH:22][C:21]1[CH:24]=[C:17]([CH:18]=[CH:19][C:20]=1[N+:25]([O-:27])=[O:26])[O:1][C:2]1[CH:3]=[C:4]([NH:8][C:9](=[O:15])[O:10][C:11]([CH3:12])([CH3:14])[CH3:13])[CH:5]=[CH:6][CH:7]=1 |f:2.3.4|. The reactants are OC=1C=C(C=CC1)NC(OC(C)(C)C)=O (tert-butyl (3-hydroxyphenyl)carbamate), FC=1C=CC(=C(NC)C1)[N+](=O)[O-] (5-fluoro-N-methyl-2-nitroaniline), C([O-])([O-])=O.[K+].[K+] (potassium carbonate). Run in CN(C=O)C (N,N-dimethylformamide). Product: CNC=1C=C(OC=2C=C(C=CC2)NC(OC(C)(C)C)=O)C=CC1[N+](=O)[O-] (tert-butyl {3-[3-(methylamino)-4-nitrophenoxy]phenyl}carbamate). Reported procedure: Using tert-butyl (3-hydroxyphenyl)carbamate (11.0 g, 52.3 mmol) produced in Example C1(i), 5-fluoro-N-methyl-2-nitroaniline (8.58 g, 50.4 mmol), N,N-dimethylformamide (200 ml) and potassium carbonate (28.6 g, 207 mmol) as starting materials, and in the same manner as in Example C1(ii) except that the reaction temperature was set to 80° C., the title compound (21.8 g) was obtained as an orange syrup. Isolated yield 120.4%.